This data is from the Open Reaction Database (ORD), a public repository of structured organic reaction records. The task is: describe an organic reaction: reactants, conditions, products, and yield Starting materials: CC(C)CC(C)O, CN1C(=O)C2(CC2)CN(C2CCCC2)c2nc(Cl)ncc21, COc1cc(C(=O)NC2CCN(C)C2)c(F)cc1N, O, Cc1ccc(S(=O)(=O)O)cc1. Yields the product COc1cc(C(=O)NC2CCN(C)C2)c(F)cc1Nc1ncc2c(n1)N(C1CCCC1)CC1(CC1)C(=O)N2C. RXN SMILES: [CH3:53][CH:54]([CH3:55])[CH2:56][CH:57]([OH:58])[CH3:59].[Cl:1][c:2]1[n:3][cH:4][c:5]2[c:13]([n:14]1)[N:12]([CH:15]1[CH2:16][CH2:17][CH2:18][CH2:19]1)[CH2:11][C:8]1([C:7](=[O:20])[N:6]2[CH3:21])[CH2:9][CH2:10]1.[NH2:22][c:23]1[cH:24][c:25]([F:40])[c:26]([C:27](=[O:28])[NH:29][CH:30]2[CH2:31][N:32]([CH3:35])[CH2:33][CH2:34]2)[cH:36][c:37]1[O:38][CH3:39].[OH2:41].[c:42]1([CH3:43])[cH:44][cH:45][c:46]([S:47]([OH:48])(=[O:49])=[O:50])[cH:51][cH:52]1>>[c:2]1([NH:22][c:23]2[cH:24][c:25]([F:40])[c:26]([C:27](=[O:28])[NH:29][CH:30]3[CH2:31][N:32]([CH3:35])[CH2:33][CH2:34]3)[cH:36][c:37]2[O:38][CH3:39])[n:3][cH:4][c:5]2[c:13]([n:14]1)[N:12]([CH:15]1[CH2:16][CH2:17][CH2:18][CH2:19]1)[CH2:11][C:8]1([C:7](=[O:20])[N:6]2[CH3:21])[CH2:9][CH2:10]1. Reactants: ClC1=CC=C(C=C1)C1N=C(N(C1C1=CC=C(C=C1)Cl)C(=O)Cl)C1=C(C=C(C=C1)C(COC)(C)C)OCC (4,5-Bis-(4-chloro-phenyl)-2-[2-ethoxy-4-(2-methoxy-1,1-dimethyl-ethyl)-phenyl]-4,5-dihydro-imidazole-1-carbonyl chloride), Cl.Cl.CS(=O)(=O)CCN1CCNCC1 (1-(2-methanesulfonylethyl)piperazine dihydrochloride). The product is CS(=O)(=O)CCN1CCN(CC1)C=O ([4-(2-methanesulfonyl-ethyl)-piperazin-1-yl]-methanone). Yield: 300.4%. As a reaction SMILES: ClC1C=CC([CH:8]2[CH:12](C3C=CC(Cl)=CC=3)[N:11]([C:20](Cl)=[O:21])[C:10]([C:23]3C=CC(C(C)(C)COC)=CC=3OCC)=[N:9]2)=CC=1.Cl.Cl.[CH3:40][S:41]([CH2:44][CH2:45]N1CCNCC1)(=[O:43])=[O:42]>>[CH3:40][S:41]([CH2:44][CH2:45][N:9]1[CH2:8][CH2:12][N:11]([CH:20]=[O:21])[CH2:10][CH2:23]1)(=[O:43])=[O:42] |f:1.2.3|. Reported procedure: 4,5-Bis-(4-chloro-phenyl)-2-[2-ethoxy-4-(2-methoxy-1,1-dimethyl-ethyl)-phenyl]-4,5-dihydro-imidazole-1-carbonyl chloride (60 mg, 0.107 mmol, example 153) was reacted with 1-(2-methanesulfonyl-ethyl)piperazine dihydrochloride (42.5 mg, 0.161 mmol, example 17) using the procedure described in example 25 to give 4,5-bis-(4-chloro-phenyl)-2-[2-ethoxy-4-(2-methoxy-1,1-dimethyl-ethyl)-phenyl]-4,5-dihydro-imidazol-1-yl}-[4-(2-methanesulfonyl-ethyl)-piperazin-1-yl]-methanone (70.8 mg) as white solids. T... Starting materials: C(C)(C)N1N=CN=C1C=1N=C2N(CCOC3=C2C=CC(=C3)CC(=O)OCC)C1 (ethyl 2-(2-(1-isopropyl-1H-1,2,4-triazol-5-yl)-5,6-dihydrobenzo[f]imidazo[1,2-d][1,4]oxazepin-9-yl)acetate), [OH-].[Li+] (lithium hydroxide). The product is C(C)(C)N1N=CN=C1C=1N=C2N(CCOC3=C2C=CC(=C3)CC(=O)O)C1 (2-(2-(1-isopropyl-1H-1,2,4-triazol-5-yl)-5,6-dihydrobenzo[f]imidazo[1,2-d][1,4]oxazepin-9-yl)acetic acid). RXN SMILES: [CH:1]([N:4]1[C:8]([C:9]2[N:10]=[C:11]3[C:17]4[CH:18]=[CH:19][C:20]([CH2:22][C:23]([O:25]CC)=[O:24])=[CH:21][C:16]=4[O:15][CH2:14][CH2:13][N:12]3[CH:28]=2)=[N:7][CH:6]=[N:5]1)([CH3:3])[CH3:2].[OH-].[Li+]>>[CH:1]([N:4]1[C:8]([C:9]2[N:10]=[C:11]3[C:17]4[CH:18]=[CH:19][C:20]([CH2:22][C:23]([OH:25])=[O:24])=[CH:21][C:16]=4[O:15][CH2:14][CH2:13][N:12]3[CH:28]=2)=[N:7][CH:6]=[N:5]1)([CH3:3])[CH3:2] |f:1.2|. Procedure details: ethyl 2-(2-(1-isopropyl-1H-1,2,4-triazol-5-yl)-5,6-dihydrobenzo[f]imidazo[1,2-d][1,4]oxazepin-9-yl)acetate and lithium hydroxide were reacted to give 336. M/z 354.1, calc. 353.15 Reactants: [N+](=O)([O-])C=1C=NNC1 (4-nitro-1H-pyrazole), C(C)(C)(C)OC(NCCBr)=O (tert-butyl(2-bromoethyl)carbamate), C([O-])([O-])=O.[Cs+].[Cs+] (cesium carbonate), O (water). The solvent is CN(C=O)C (N,N-dimethylformamide). Reaction conditions: temperature 40 celsius, time 8 hour. Yields the product C(C)(C)(C)OC(NCCN1N=CC(=C1)[N+](=O)[O-])=O (tert-butyl(2-(4-nitro-1H-pyrazol-1-yl)ethyl)carbamate). The yield is 114.7%. As a reaction SMILES: [N+:1]([C:4]1[CH:5]=[N:6][NH:7][CH:8]=1)([O-:3])=[O:2].[C:9]([O:13][C:14](=[O:19])[NH:15][CH2:16][CH2:17]Br)([CH3:12])([CH3:11])[CH3:10].C(=O)([O-])[O-].[Cs+].[Cs+].O>CN(C)C=O>[C:9]([O:13][C:14](=[O:19])[NH:15][CH2:16][CH2:17][N:6]1[CH:5]=[C:4]([N+:1]([O-:3])=[O:2])[CH:8]=[N:7]1)([CH3:12])([CH3:11])[CH3:10] |f:2.3.4|. Procedure: To a solution of 4-nitro-1H-pyrazole (5.0 g) in N,N-dimethylformamide (100 mL) were added tert-butyl(2-bromoethyl)carbamate (12 g) and cesium carbonate (19 g), and the mixture was stirred overnight at 40° C. To the reaction mixture was added water, and the mixture was extracted with ethyl acetate. The obtained organic layer was washed with water and saturated brine, and dried over anhydrous sodium sulfate, and the solvent was evaporated under reduced pressure. The residue was purified by silica ... Starting materials: O=C1NC(=O)c2ccccc21, OCC1Cc2ccc3c(c2O1)CCC3, C1CCOC1. Yields the product O=C1c2ccccc2C(=O)N1CC1Cc2ccc3c(c2O1)CCC3. As a reaction SMILES: [O:15]=[C:16]1[NH:17][C:18](=[O:19])[c:20]2[cH:21][cH:22][cH:23][cH:24][c:25]21.[O:1]1[c:2]2[c:3]([cH:8][cH:9][c:10]3[c:14]2[CH2:13][CH2:12][CH2:11]3)[CH2:4][CH:5]1[CH2:6][OH:7].[O:26]1[CH2:27][CH2:28][CH2:29][CH2:30]1>>[O:1]1[c:2]2[c:3]([cH:8][cH:9][c:10]3[c:14]2[CH2:13][CH2:12][CH2:11]3)[CH2:4][CH:5]1[CH2:6][N:17]1[C:16](=[O:15])[c:25]2[c:20]([cH:21][cH:22][cH:23][cH:24]2)[C:18]1=[O:19]. Reactants: C1(CC1)NC(C1=CC(=C(C=C1)C)NC(C1=CC=C(C=C1)OCC1=NC=CC=C1)=O)=O (N-cyclopropyl-4-methyl-3-{[4-(pyridin-2-ylmethoxy)benzoyl]amino}benzamide), Cl (hydrochloric acid). RXN SMILES: [CH:1]1([NH:4][C:5](=[O:30])[C:6]2[CH:11]=[CH:10][C:9]([CH3:12])=[C:8]([NH:13][C:14](=[O:29])[C:15]3[CH:20]=[CH:19][C:18]([O:21][CH2:22][C:23]4[CH:28]=[CH:27][CH:26]=[CH:25][N:24]=4)=[CH:17][CH:16]=3)[CH:7]=2)[CH2:3][CH2:2]1.[ClH:31]>>[ClH:31].[CH:1]1([NH:4][C:5](=[O:30])[C:6]2[CH:11]=[CH:10][C:9]([CH3:12])=[C:8]([NH:13][C:14](=[O:29])[C:15]3[CH:20]=[CH:19][C:18]([O:21][CH2:22][C:23]4[CH:28]=[CH:27][CH:26]=[CH:25][N:24]=4)=[CH:17][CH:16]=3)[CH:7]=2)[CH2:2][CH2:3]1 |f:2.3|. Yields the product Cl.C1(CC1)NC(C1=CC(=C(C=C1)C)NC(C1=CC=C(C=C1)OCC1=NC=CC=C1)=O)=O (N-cyclopropyl-4-methyl-3-{[4-(pyridin-2-ylmethoxy)benzoyl]amino}benzamide hydrochloride). Procedure details: Using an analogous procedure to that described in Example 36, N-cyclopropyl-4-methyl-3-{[4-(pyridin-2-ylmethoxy)benzoyl]amino}benzamide was reacted with hydrochloric acid to give the title compound; NMR Spectrum: (DMSOd6) 0.56 (m, 2H), 0.68 (m, 2H), 2.24 (s, 3H), 2.86 (m, 1H), 5.44 (s, 2H), 7.18 (d, 2H), 7.32 (m, 1H), 7.65 (m, 2H), 7.81 (m, 2H), 7.98 (d, 2H), 8.19 (m, 1H), 8.36 (m, 1H), 8.73 (m, 1H), 9.85 (s, 1H); Mass Spectrum: M+H+ 401. The reactants are COC1=C(C=CC=C1)N1CCNCC1 (1-(2-methoxyphenyl)piperazine), C=CC1=CC=CC=C1 (styrene), [Li]CCCC (n-BuLi). The product is COC1=C(C=CC=C1)N1CCN(CC1)CCC1=CC=CC=C1 (1-(2-methoxyphenyl)-4-(2-phenyl-1-ethyl)piperazine). RXN SMILES: [CH3:1][O:2][C:3]1[CH:8]=[CH:7][CH:6]=[CH:5][C:4]=1[N:9]1[CH2:14][CH2:13][NH:12][CH2:11][CH2:10]1.[CH2:15]=[CH:16][C:17]1[CH:22]=[CH:21][CH:20]=[CH:19][CH:18]=1.[Li]CCCC>>[CH3:1][O:2][C:3]1[CH:8]=[CH:7][CH:6]=[CH:5][C:4]=1[N:9]1[CH2:14][CH2:13][N:12]([CH2:15][CH2:16][C:17]2[CH:22]=[CH:21][CH:20]=[CH:19][CH:18]=2)[CH2:11][CH2:10]1. Procedure details: According to GP, 2.22 mmol (=0.43 g) of 1-(2-methoxyphenyl)piperazine and 2.22 mmol (=0.23 g=0.25 ml) of styrene are reacted with 5 mol % (=0.111 mmol=70 μl) of n-BuLi solution. Column-chromatographic separation with ethyl acetate/n-hexane (1:2) gives the product 1-(2-methoxyphenyl)-4-(2-phenyl-1-ethyl)piperazine as a yellow oil.